This data is from the Open Reaction Database (ORD), a public repository of structured organic reaction records. The task is: describe an organic reaction: reactants, conditions, products, and yield The reactants are C([O-])([O-])=O.[NH4+].[NH4+] (ammonium carbonate), [C-]#N.[Na+] (sodium cyanide), solution, COC1(CCC(CC1)=O)COC (4-Methoxy-4-(methoxymethyl)cyclohexanone), C(C)O (ethanol). Run in O (water). Reaction conditions: temperature 60 celsius, time 8 hour. Yields the product COC1(CCC2(C(NC(N2)=O)=O)CC1)COC (8-Methoxy-8-(methoxymethyl)-1,3-diazaspiro[4.5]decane-2,4-dione). Reaction SMILES: [C:1](=[O:4])([O-])[O-].[NH4+:5].[NH4+:6].[C-]#N.[Na+].[CH3:10][O:11][C:12]1([CH2:19][O:20][CH3:21])[CH2:17][CH2:16][C:15](=O)[CH2:14][CH2:13]1.[CH2:22]([OH:24])C>O>[CH3:10][O:11][C:12]1([CH2:19][O:20][CH3:21])[CH2:17][CH2:16][C:15]2([NH:6][C:22](=[O:24])[NH:5][C:1]2=[O:4])[CH2:14][CH2:13]1 |f:0.1.2,3.4|. Procedure: 5.74 g (59.7 mmol) of ammonium carbonate and 1.46 g (29.8 mmol) of sodium cyanide were dissolved in 33 ml of water. 2.57 g (14.9 mmol) of a solution of the compound from Example 12A in 33 ml of ethanol were added dropwise at room temperature and the mixture was stirred at 60° C. overnight. The reaction mixture was concentrated to a quarter of its original volume and extracted repeatedly with dichloromethane and ethyl acetate, and the organic phases were dried over sodium sulphate, filtered and c... Starting materials: C(C)(=O)O[BH-](OC(C)=O)OC(C)=O.[Na+] (sodium triacetoxyborohydride), COC1=CC=C2C=CC(N(C2=N1)CC=C)=O (7-(methyloxy)-1-(2-propen-1-yl)-1,8-naphthyridin-2(1H)-one), I(=O)(=O)(=O)[O-].[Na+] (sodium periodate), N1CCC(CC1)NC(OC(C)(C)C)=O (1,1-dimethylethyl 4-piperidinylcarbamate), C([O-])(O)=O.[Na+] (sodium bicarbonate). Reagents/catalysts: [Os](=O)(=O)(=O)=O (osmium tetroxide). The solvent is O1CCOCC1.O (1,4-dioxane water), ClCCl.CO (dichloromethane methanol), O (water), [Cl-].[Na+].O (brine), ClCCl (dichloromethane). Product: COC1=CC=C2C=CC(N(C2=N1)CCN1CCC(CC1)NC(OC(C)(C)C)=O)=O (1,1-Dimethylethyl (1-{2-[7-(methyloxy)-2-oxo-1,8-naphthyridin-1(2H)-yl]ethyl}-4-piperidinyl)carbamate). As a reaction SMILES: [CH3:1][O:2][C:3]1[N:12]=[C:11]2[C:6]([CH:7]=[CH:8][C:9](=[O:16])[N:10]2[CH2:13][CH:14]=C)=[CH:5][CH:4]=1.I([O-])(=O)(=O)=O.[Na+].[NH:23]1[CH2:28][CH2:27][CH:26]([NH:29][C:30](=[O:36])[O:31][C:32]([CH3:35])([CH3:34])[CH3:33])[CH2:25][CH2:24]1.C(O[BH-](OC(=O)C)OC(=O)C)(=O)C.[Na+].C(=O)(O)[O-].[Na+]>O1CCOCC1.O.[Cl-].[Na+].O.ClCCl.CO.[Os](=O)(=O)(=O)=O.ClCCl.O>[CH3:1][O:2][C:3]1[N:12]=[C:11]2[C:6]([CH:7]=[CH:8][C:9](=[O:16])[N:10]2[CH2:13][CH2:14][N:23]2[CH2:24][CH2:25][CH:26]([NH:29][C:30](=[O:36])[O:31][C:32]([CH3:34])([CH3:33])[CH3:35])[CH2:27][CH2:28]2)=[CH:5][CH:4]=1 |f:1.2,4.5,6.7,8.9,10.11.12,13.14|. Procedure details: A solution of 7-(methyloxy)-1-(2-propen-1-yl)-1,8-naphthyridin-2(1H)-one (240 mg, 1.1 mmol) in 1,4-dioxane/water (12 ml/20 ml) was treated with osmium tetroxide solution (4% in water, 1 ml) followed by sodium periodate (2.1 g, 10 mmol). After 30 minutes more water (15 ml) was added. After a further 1 hour the mixture was diluted with an equal mixture of brine and extracted twice with ethyl acetate. The dried extracts were evaporated to give a yellow oil. This was dissolved in dichloromethane/met... Solvent: CN(C)C=O (DMF), CCOC(=O)C (EtOAc). The reactants are ClC1=CC2=C(NC=N2)C=C1 (5-chloro-1H-benzo[d]imidazole), TEA, ClC(C1=CC=CC=C1)(C2=CC=CC=C2)C3=CC=CC=C3 (TrCl). Procedure: To a solution of 5-chloro-1H-benzo[d]imidazole (500 mg, 3.28 mmol) in 5 mL DMF, were added TEA (0.502 mL, 3.60 mmol) and TrCl (1.00 g, 3.60 mmol). The mixture was stirred at rt for 3 h, then was diluted with EtOAc. The organic phase was washed with H2O (2×) and brine, dried (Na2SO4) and concentrated. The crude product was purified by flash chromatography (0 to 75% EtOAc/hexanes gradient) to afford 580 mg of 5-chloro-1-trityl-1H-benzo[d]imidazole, followed by 225 mg of 6-chloro-1-trityl-1H-benzo[... Reaction conditions: time 3 hour. Reaction SMILES: [Cl:1][C:2]1[CH:10]=[CH:9][C:5]2[NH:6][CH:7]=[N:8][C:4]=2[CH:3]=1.Cl[C:12]([C:25]1[CH:30]=[CH:29][CH:28]=[CH:27][CH:26]=1)([C:19]1[CH:24]=[CH:23][CH:22]=[CH:21][CH:20]=1)[C:13]1[CH:18]=[CH:17][CH:16]=[CH:15][CH:14]=1>CN(C=O)C.CCOC(C)=O>[Cl:1][C:2]1[CH:10]=[CH:9][C:5]2[N:6]([C:12]([C:13]3[CH:18]=[CH:17][CH:16]=[CH:15][CH:14]=3)([C:25]3[CH:26]=[CH:27][CH:28]=[CH:29][CH:30]=3)[C:19]3[CH:20]=[CH:21][CH:22]=[CH:23][CH:24]=3)[CH:7]=[N:8][C:4]=2[CH:3]=1. Yield: 44.8%. Yields the product ClC1=CC2=C(N(C=N2)C(C2=CC=CC=C2)(C2=CC=CC=C2)C2=CC=CC=C2)C=C1 (5-chloro-1-trityl-1H-benzo[d]imidazole). Yields the product OC[C@H](C(=O)OC(C)(C)C)[C@@H](CCCCC1=CC=CC=C1)SC1=CC=C(C=C1)OC ((±)-t-butyl (2R*,3R*)-2-hydroxymethyl-3-(4-methoxyphenylsulfanyl)-7-phenylheptanoate). Reactants: OC/C(/C(=O)OC(C)(C)C)=C\CCCCC1=CC=CC=C1 (t-butyl (E)-2-hydroxymethyl-7-phenylhept-2-enoate), C(CCC)[Li] (n-butyl lithium), hexanes, COC1=CC=C(C=C1)S (4-methoxybenzenethiol). Solvent: C1CCOC1 (THF), C1CCOC1 (THF). Procedure: A solution of n-butyl lithium in hexanes (0.6 mL, 1.4 mmol) is added slowly to a mixture of 4-methoxybenzenethiol (2 g, 14 mmol) in THF (10 mL) at 0° C. After 2 minutes a solution of t-butyl (E)-2-hydroxymethyl-7-phenylhept-2-enoate (2.2 g, 7.59 mmol) in THF (7 mL) is added and the reaction is allowed to warm to room temperature. After 1 hours the reaction is concentrated in vacuo and the crude product is purified by column chromatography using gradient elution (silica, 15 to 30% ether in petrol... Yield: 91.8%. As a reaction SMILES: C([Li])CCC.[CH3:6][O:7][C:8]1[CH:13]=[CH:12][C:11]([SH:14])=[CH:10][CH:9]=1.[OH:15][CH2:16]/[C:17](=[CH:25]\[CH2:26][CH2:27][CH2:28][CH2:29][C:30]1[CH:35]=[CH:34][CH:33]=[CH:32][CH:31]=1)/[C:18]([O:20][C:21]([CH3:24])([CH3:23])[CH3:22])=[O:19]>C1COCC1>[OH:15][CH2:16][C@@H:17]([C@H:25]([S:14][C:11]1[CH:12]=[CH:13][C:8]([O:7][CH3:6])=[CH:9][CH:10]=1)[CH2:26][CH2:27][CH2:28][CH2:29][C:30]1[CH:31]=[CH:32][CH:33]=[CH:34][CH:35]=1)[C:18]([O:20][C:21]([CH3:24])([CH3:22])[CH3:23])=[O:19]. Reactants: CN(C)C(=O)c1ccc(NC(=O)c2cc3c(s2)-c2ccc(Br)cc2OCC3)c(Cl)c1, O=C([O-])[O-], CI, [Cs+], [Cs+], CN(C)C=O. The product is CN(C)C(=O)c1ccc(N(C)C(=O)c2cc3c(s2)-c2ccc(Br)cc2OCC3)c(Cl)c1. Reaction SMILES: [Br:1][c:2]1[cH:3][cH:4][c:5]2[c:6]([cH:30]1)[O:7][CH2:8][CH2:9][c:10]1[c:11]-2[s:12][c:13]([C:15](=[O:16])[NH:17][c:18]2[c:19]([Cl:29])[cH:20][c:21]([C:24]([N:25]([CH3:26])[CH3:27])=[O:28])[cH:22][cH:23]2)[cH:14]1.[C:31](=[O:32])([O-:33])[O-:34].[CH3:37][I:38].[Cs+:35].[Cs+:36].[O:39]=[CH:40][N:41]([CH3:42])[CH3:43]>>[Br:1][c:2]1[cH:3][cH:4][c:5]2[c:6]([cH:30]1)[O:7][CH2:8][CH2:9][c:10]1[c:11]-2[s:12][c:13]([C:15](=[O:16])[N:17]([c:18]2[c:19]([Cl:29])[cH:20][c:21]([C:24]([N:25]([CH3:26])[CH3:27])=[O:28])[cH:22][cH:23]2)[CH3:31])[cH:14]1. Starting materials: Cl.N1=CC=CC2=CC=CC(=C12)S (quinoline-8-thiol hydrochloride), C([O-])([O-])=O.[K+].[K+] (potassium carbonate), COC(C1=C(C=CC=C1)CBr)=O (2-bromomethyl-benzoic acid methyl ester). The solvent is CN(C)C=O (DMF), C(CC(O)(C(=O)O)CC(=O)O)(=O)O (citric acid). Reaction conditions: time 20 minute. Product: COC(C1=C(C=CC=C1)CSC=1C=CC=C2C=CC=NC12)=O (2-(Quinolin-8-ylsulfanylmethyl)benzoic acid methyl ester). RXN SMILES: Cl.[N:2]1[C:11]2[C:6](=[CH:7][CH:8]=[CH:9][C:10]=2[SH:12])[CH:5]=[CH:4][CH:3]=1.C(=O)([O-])[O-].[K+].[K+].[CH3:19][O:20][C:21](=[O:30])[C:22]1[CH:27]=[CH:26][CH:25]=[CH:24][C:23]=1[CH2:28]Br>CN(C=O)C.C(O)(=O)CC(CC(O)=O)(C(O)=O)O>[CH3:19][O:20][C:21](=[O:30])[C:22]1[CH:27]=[CH:26][CH:25]=[CH:24][C:23]=1[CH2:28][S:12][C:10]1[CH:9]=[CH:8][CH:7]=[C:6]2[C:11]=1[N:2]=[CH:3][CH:4]=[CH:5]2 |f:0.1,2.3.4|. Reported procedure: A solution of 4.0 eq. of quinoline-8-thiol hydrochloride (39, Aldrich, cat. no. 35,978-5) was dissolved in DMF. To this was added 32.0 eq. of potassium carbonate. The mixture was stirred at room temperature for 20 minutes and 1.0 eq of 2-bromomethyl-benzoic acid methyl ester (40, J. Org. Chem, 2002, 67, 2160) was added. The mixture was stirred at room temperature for a time sufficient enough for reaction completion. The mixture was diluted with 0.1 M citric acid and extracted with EtOAc. The org... The reactants are N1(C=NC=C1)C1=CC=C(C=C1)C(C)O (1-[4-(1H-imidazol-1-yl)phenyl]ethanol), S(=O)(Cl)Cl (thionyl chloride). The solvent is ClCCl (dichloromethane). Run at time 30 minute. The product is ClC(C)C1=CC=C(C=C1)N1C=NC=C1 (1-(1-chloroethyl)-4-(1H-imidazol-1-yl)benzene). As a reaction SMILES: [N:1]1([C:6]2[CH:11]=[CH:10][C:9]([CH:12](O)[CH3:13])=[CH:8][CH:7]=2)[CH:5]=[CH:4][N:3]=[CH:2]1.S(Cl)([Cl:17])=O>ClCCl>[Cl:17][CH:12]([C:9]1[CH:10]=[CH:11][C:6]([N:1]2[CH:5]=[CH:4][N:3]=[CH:2]2)=[CH:7][CH:8]=1)[CH3:13]. Procedure details: To a solution of 1-[4-(1H-imidazol-1-yl)phenyl]ethanol (280 mg) in dichloromethane (6 ml) was added thionyl chloride (1 ml), and the mixture was stirred at room temperature for 30 minutes. The reaction solution was concentrated to give 1-(1-chloroethyl)-4-(1H-imidazol-1-yl)benzene. To a solution of 4-(tert-butoxycarbonyl)-2-piperazinone (300 mg) in DMF (20 ml) was added sodium hydride (57 mg) in oil, and the mixture was stirred at room temperature for 30 minutes. To the mixture was added the abo...